describe an organic reaction: reactants, conditions, products, and yield From a dataset of the Open Reaction Database (ORD), a public repository of structured organic reaction records. Starting materials: COC(=O)c1ccccc1Sc1ccc2c(c1)NC(=O)C2=C1C=C(N2CCOCC2)C(C)(C)O1, CO, [Na+], [OH-], O. Product: CC1(C)OC(=C2C(=O)Nc3cc(Sc4ccccc4C(=O)O)ccc32)C=C1N1CCOCC1. Reaction SMILES: [CH3:1][C:2]1([CH3:34])[C:3]([N:28]2[CH2:29][CH2:30][O:31][CH2:32][CH2:33]2)=[CH:4][C:5](=[C:7]2[C:8](=[O:27])[NH:9][c:10]3[cH:11][c:12]([S:16][c:17]4[c:18]([C:19](=[O:20])[O:21][CH3:22])[cH:23][cH:24][cH:25][cH:26]4)[cH:13][cH:14][c:15]32)[O:6]1.[CH3:38][OH:39].[Na+:36].[OH-:35].[OH2:37]>>[CH3:1][C:2]1([CH3:34])[C:3]([N:28]2[CH2:29][CH2:30][O:31][CH2:32][CH2:33]2)=[CH:4][C:5](=[C:7]2[C:8](=[O:27])[NH:9][c:10]3[cH:11][c:12]([S:16][c:17]4[c:18]([C:19](=[O:20])[OH:21])[cH:23][cH:24][cH:25][cH:26]4)[cH:13][cH:14][c:15]32)[O:6]1. Reactants: CC(C)O, O=C1Cc2cc(S(=O)(=O)Cl)ccc2N1, c1ccncc1. Yields the product CC(C)OS(=O)(=O)c1ccc2c(c1)CC(=O)N2. Reaction SMILES: [CH3:1][CH:2]([CH3:3])[OH:4].[O:11]=[C:12]1[NH:13][c:14]2[cH:15][cH:16][c:17]([S:21](=[O:22])(=[O:23])[Cl:24])[cH:18][c:19]2[CH2:20]1.[cH:5]1[cH:6][cH:7][n:8][cH:9][cH:10]1>>[CH3:1][CH:2]([CH3:3])[O:4][S:21]([c:17]1[cH:16][cH:15][c:14]2[c:19]([cH:18]1)[CH2:20][C:12](=[O:11])[NH:13]2)(=[O:22])=[O:23]. Reactants: [O-]S(=O)[O-].[Na+].[Na+] (Na2SO3), OO (Hydrogen peroxide), O.[OH-].[Li+] (lithium hydroxide monohydrate), C(CCC\C=C/C\C=C/C\C=C/C\C=C/C\C=C/CC)S[C@H](C(=O)N1C(O[C@@H]([C@@H]1C)C1=CC=CC=C1)=O)CC ((4S,5R)-3-((S)-2-((5Z,8Z,11Z,14Z,17Z)-icosa-5,8,11,14,17-pentaenylthio)butanoyl)-4-methyl-5-phenyloxazolidin-2-one), Cl (HCl). Run in O1CCCC1 (tetrahydrofuran), O (water). Conditions: temperature 0 celsius, time 30 minute. Yields the product C(CCC\C=C/C\C=C/C\C=C/C\C=C/C\C=C/CC)S[C@H](C(=O)O)CC ((S)-2-((5Z,8Z,11Z,14Z,17Z)-icosa-5,8,11,14,17-pentaenylthio)butanoic acid). Isolated yield 17.0%. As a reaction SMILES: OO.O.[OH-].[Li+].[CH2:6]([S:26][C@@H:27]([CH2:43][CH3:44])[C:28](N1[C@@H](C)[C@@H](C2C=CC=CC=2)OC1=O)=[O:29])[CH2:7][CH2:8][CH2:9]/[CH:10]=[CH:11]\[CH2:12]/[CH:13]=[CH:14]\[CH2:15]/[CH:16]=[CH:17]\[CH2:18]/[CH:19]=[CH:20]\[CH2:21]/[CH:22]=[CH:23]\[CH2:24][CH3:25].[O-:45]S([O-])=O.[Na+].[Na+].Cl>O1CCCC1.O>[CH2:6]([S:26][C@@H:27]([CH2:43][CH3:44])[C:28]([OH:29])=[O:45])[CH2:7][CH2:8][CH2:9]/[CH:10]=[CH:11]\[CH2:12]/[CH:13]=[CH:14]\[CH2:15]/[CH:16]=[CH:17]\[CH2:18]/[CH:19]=[CH:20]\[CH2:21]/[CH:22]=[CH:23]\[CH2:24][CH3:25] |f:1.2.3,5.6.7|. Procedure details: Hydrogen peroxide (30% in water, 0.71 mL, 6.91 mmol) and lithium hydroxide monohydrate (0.15 g, 3.46 mmol) was added to a solution of (4S,5R)-3-((S)-2-((5Z,8Z,11Z,14Z,17Z)-icosa-5,8,11,14,17-pentaenylthio)butanoyl)-4-methyl-5-phenyloxazolidin-2-one (0.95 g, 1.73 mmol) in tetrahydrofuran (12 mL) and water (4 mL) held at 0° C. under nitrogen. The reaction mixture was stirred at 0° C. for 30 minutes. 10% Na2SO3 (aq) (30 mL) was added, the pH was adjusted to ˜2 with 5M HCl and the mixture was extrac... Starting materials: CCCCCN(CCC12CC3CC(CC(C3)C1)C2)C(=O)NCCC(O[Si](C)(C)C(C)(C)C)c1ccncc1, CO, Cl. Yields the product CCCCCN(CCC12CC3CC(CC(C3)C1)C2)C(=O)NCCC(O)c1ccncc1. Reaction SMILES: [C:1]12([CH2:11][CH2:12][N:13]([C:14](=[O:15])[NH:16][CH2:17][CH2:18][CH:19]([c:20]3[cH:21][cH:22][n:23][cH:24][cH:25]3)[O:26][Si:27]([C:28]([CH3:29])([CH3:30])[CH3:31])([CH3:32])[CH3:33])[CH2:34][CH2:35][CH2:36][CH2:37][CH3:38])[CH2:2][CH:3]3[CH2:4][CH:5]([CH2:6][CH:7]([CH2:8]1)[CH2:9]3)[CH2:10]2.[CH3:39][OH:40].[ClH:41]>>[C:1]12([CH2:11][CH2:12][N:13]([C:14](=[O:15])[NH:16][CH2:17][CH2:18][CH:19]([c:20]3[cH:21][cH:22][n:23][cH:24][cH:25]3)[OH:26])[CH2:34][CH2:35][CH2:36][CH2:37][CH3:38])[CH2:2][CH:3]3[CH2:4][CH:5]([CH2:6][CH:7]([CH2:8]1)[CH2:9]3)[CH2:10]2. Starting materials: COC1=CC=C(C=C1)C1=CC=C(C(=N1)CCO)C (2-[6-(4-methoxyphenyl)-3-methyl-2-pyridinyl]ethanol), OC=1C=C2CC[C@H](C2=CC1)CC(=O)OCC (ethyl [(1S)-5-hydroxy-2,3-dihydro-1H-inden-1-yl]acetate), C1(=CC=CC=C1)P(C1=CC=CC=C1)C1=CC=CC=C1 (triphenylphosphine), N(=NC(=O)N1CCCCC1)C(=O)N1CCCCC1 (1,1′-(azodicarbonyl)-dipiperidine). The solvent is C1CCOC1 (THF). Conditions: time 18 hour. Yields the product COC1=CC=C(C=C1)C1=CC=C(C(=N1)CCOC=1C=C2CC[C@H](C2=CC1)CC(=O)OCC)C (ethyl ((1S)-5-{2-[6-(4-methoxyphenyl)-3-methyl-2-pyridinyl]ethoxy}-2,3-dihydro-1H-inden-1-yl)acetate). Isolated yield 34.0%. RXN SMILES: [CH3:1][O:2][C:3]1[CH:8]=[CH:7][C:6]([C:9]2[N:14]=[C:13]([CH2:15][CH2:16][OH:17])[C:12]([CH3:18])=[CH:11][CH:10]=2)=[CH:5][CH:4]=1.O[C:20]1[CH:21]=[C:22]2[C:26](=[CH:27][CH:28]=1)[C@H:25]([CH2:29][C:30]([O:32][CH2:33][CH3:34])=[O:31])[CH2:24][CH2:23]2.C1(P(C2C=CC=CC=2)C2C=CC=CC=2)C=CC=CC=1.N(C(N1CCCCC1)=O)=NC(N1CCCCC1)=O>C1COCC1>[CH3:1][O:2][C:3]1[CH:8]=[CH:7][C:6]([C:9]2[N:14]=[C:13]([CH2:15][CH2:16][O:17][C:20]3[CH:21]=[C:22]4[C:26](=[CH:27][CH:28]=3)[C@H:25]([CH2:29][C:30]([O:32][CH2:33][CH3:34])=[O:31])[CH2:24][CH2:23]4)[C:12]([CH3:18])=[CH:11][CH:10]=2)=[CH:5][CH:4]=1. Procedure: To a solution of 2-[6-(4-methoxyphenyl)-3-methyl-2-pyridinyl]ethanol (Example 480, 0.15 g, 0.62 mmol) and ethyl [(1S)-5-hydroxy-2,3-dihydro-1H-inden-1-yl]acetate (Example 6, 0.11 g, 51 mmol) in THF (2.50 mL) were added triphenylphosphine (0.17 g, 0.67 mmol) and 1,1′-(azodicarbonyl)-dipiperidine (0.18 g, 67 mmol) under argon. The golden yellow mixture was stirred at rt for 18 h, and concentrated under reduced pressure. The title compound (0.094 g, 41%) was isolated after silica gel chromatography... Reagents/catalysts: [OH-].[OH-].[Pd+2] (Pearlman's catalyst). Reactants: C1(CCCC1)C[C@@H](C(=O)N1N(CC[C@H]1C(=O)NC1=NC(=NC=C1)N1C[C@H](CC1)N(C)C)C(=O)OCC1=CC=CC=C1)CN(OCC1=CC=CC=C1)C=O (phenylmethyl (3S)-2-[(2R)-3-cyclopentyl-2-({formyl[(phenylmethyl)oxy]amino}methyl)propanoyl]-3-[({2-[(3S)-3-(dimethylamino)-1-pyrrolidinyl]-4-pyrimidinyl}amino)carbonyl]-1-pyrazolidinecarboxylate). Run at time 2 hour. The product is C1(CCCC1)C[C@@H](C(=O)N1NCC[C@H]1C(=O)NC1=NC(=NC=C1)N1C[C@H](CC1)N(C)C)CN(O)C=O ((3S)-2-((2R)-3-cyclopentyl-2-{[formyl(hydroxy)amino]methyl}propanoyl)-N-{2-[(3S)-3-(dimethylamino)-1-pyrrolidinyl]-4-pyrimidinyl}-3-pyrazolidinecarboxamide). As a reaction SMILES: [CH:1]1([CH2:6][C@H:7]([CH2:42][N:43]([CH:52]=[O:53])[O:44]CC2C=CC=CC=2)[C:8]([N:10]2[C@H:14]([C:15]([NH:17][C:18]3[CH:23]=[CH:22][N:21]=[C:20]([N:24]4[CH2:28][CH2:27][C@H:26]([N:29]([CH3:31])[CH3:30])[CH2:25]4)[N:19]=3)=[O:16])[CH2:13][CH2:12][N:11]2C(OCC2C=CC=CC=2)=O)=[O:9])[CH2:5][CH2:4][CH2:3][CH2:2]1>[OH-].[OH-].[Pd+2].CO>[CH:1]1([CH2:6][C@H:7]([CH2:42][N:43]([CH:52]=[O:53])[OH:44])[C:8]([N:10]2[C@H:14]([C:15]([NH:17][C:18]3[CH:23]=[CH:22][N:21]=[C:20]([N:24]4[CH2:28][CH2:27][C@H:26]([N:29]([CH3:31])[CH3:30])[CH2:25]4)[N:19]=3)=[O:16])[CH2:13][CH2:12][NH:11]2)=[O:9])[CH2:2][CH2:3][CH2:4][CH2:5]1 |f:1.2.3|. Yield: 71.2%. Reported procedure: A mixture of phenylmethyl (3S)-2-[(2R)-3-cyclopentyl-2-({formyl[(phenylmethyl)oxy]amino}methyl)propanoyl]-3-[({2-[(3S)-3-(dimethylamino)-1-pyrrolidinyl]-4-pyrimidinyl}amino)carbonyl]-1-pyrazolidinecarboxylate (91 mg, 0.125 mmol) and Pearlman's catalyst (17.58 mg, 0.025 mmol) in methanol (7.4 ml) was degassed and placed under 1 atm of H2 at ambient temperature. After 2 hrs, the reaction mixture was filtered and concentrated to give a residue which was purified by RP-HPLC to give (3S)-2-((2R)-3-cy... Solvent: CO (methanol). Reactants: polyphosphoric acid, OP(=O)(O)O (H3PO4), ClC1=CC=C(NC2=C(C(=O)O)C=C(C(=C2)C(=O)O)NC2=CC=C(C=C2)Cl)C=C1 (2,5-di-(p-chloranilino)terephthalic acid). Run in O (water), O (water). Conditions: temperature 70 celsius, time 2 hour. Product: C1=CC2=C(C=C1Cl)C(=O)C3=CC4=C(C=C3N2)C(=O)C5=C(N4)C=CC(=C5)Cl (2,9-dichloroquinacridone). Isolated yield 97.5%. RXN SMILES: [Cl:1][C:2]1[CH:28]=[CH:27][C:5]([NH:6][C:7]2[CH:15]=[C:14]([C:16]([OH:18])=O)[C:13]([NH:19][C:20]3[CH:25]=[CH:24][C:23]([Cl:26])=[CH:22][CH:21]=3)=[CH:12][C:8]=2[C:9]([OH:11])=O)=[CH:4][CH:3]=1.OP(O)(O)=O>O>[CH:3]1[C:2]([Cl:1])=[CH:28][C:27]2[C:9]([C:8]3[C:7]([NH:6][C:5]=2[CH:4]=1)=[CH:15][C:14]1[C:16]([C:21]2[CH:22]=[C:23]([Cl:26])[CH:24]=[CH:25][C:20]=2[NH:19][C:13]=1[CH:12]=3)=[O:18])=[O:11]. Procedure details: A 2 liter flask equipped with a thermometer, stirrer and condenser is charged with 200 g polyphosphoric acid which is heated to 70° C. Thereafter, 40 g of 2,5-di-(p-chloranilino)terephthalic acid is added, the mixture is heated to 145°-150° C. and held at this temperature for 2 hours. 34.9 g water are slowly dropped into the mixture at 130° C. (to 90% H3PO4) and held for two additional hours at 145°-150° C. With the mixture at 140° C., 350 ml water is added over a 30 minute period with the mixtu... The reactants are NCCOC=1C=CC=2C3=C(C(=NC2C1)N)N=C(N3CC(C)C)C (7-(2-aminoethoxy)-2-methyl-1-(2-methylpropyl)-1H-imidazo[4,5-c]quinolin-4-amine), N1(CCOCC1)C(=O)Cl (4-Morpholinecarbonyl chloride). Run in C(Cl)(Cl)Cl (chloroform). Reaction conditions: temperature 0 celsius, time 5 minute. The product is NC1=NC=2C=C(C=CC2C2=C1N=C(N2CC(C)C)C)OCCNC(=O)N2CCOCC2 (N-(2-{[4-amino-2-methyl-1-(2-methylpropyl)-1H-imidazo[4,5-c]quinolin-7-yl]oxy}ethyl)morpholine-4-carboxamide). The yield is 37.3%. RXN SMILES: [NH2:1][CH2:2][CH2:3][O:4][C:5]1[CH:6]=[CH:7][C:8]2[C:9]3[N:18]([CH2:19][CH:20]([CH3:22])[CH3:21])[C:17]([CH3:23])=[N:16][C:10]=3[C:11]([NH2:15])=[N:12][C:13]=2[CH:14]=1.[N:24]1([C:30](Cl)=[O:31])[CH2:29][CH2:28][O:27][CH2:26][CH2:25]1>C(Cl)(Cl)Cl>[NH2:15][C:11]1[C:10]2[N:16]=[C:17]([CH3:23])[N:18]([CH2:19][CH:20]([CH3:21])[CH3:22])[C:9]=2[C:8]2[CH:7]=[CH:6][C:5]([O:4][CH2:3][CH2:2][NH:1][C:30]([N:24]3[CH2:29][CH2:28][O:27][CH2:26][CH2:25]3)=[O:31])=[CH:14][C:13]=2[N:12]=1. Procedure details: A suspension of 7-(2-aminoethoxy)-2-methyl-1-(2-methylpropyl)-1H-imidazo[4,5-c]quinolin-4-amine (0.300 g, 0.958 mmol) in chloroform (10 mL) was cooled to 0° C. 4-Morpholinecarbonyl chloride (0.110 mL, 0.942 mmol) was added dropwise, and the reaction was stirred for five minutes at 0° C. The reaction was then allowed to warm to ambient temperature over a period of 15 minutes, and the solvent was removed under reduced pressure. The resulting off-white solid was dissolved in dichloromethane. The so... Starting materials: FC1=CC=C(C=C1)C=1N=C(SC1)CC#N (2-(4-(4-fluorophenyl)thiazol-2-yl)acetonitrile), [Li+].C[Si](C)(C)[N-][Si](C)(C)C (LiHMDS), IC (Iodomethane). Solvent: C1CCOC1 (THF), C1CCOC1 (THF), CCOC(=O)C (EtOAc). Run at temperature -78 celsius, time 10 minute. Yields the product FC1=CC=C(C=C1)C=1N=C(SC1)C(C#N)C (2-(4-(4-fluorophenyl)thiazol-2-yl)propanenitrile). Yield: 37.6%. As a reaction SMILES: [F:1][C:2]1[CH:7]=[CH:6][C:5]([C:8]2[N:9]=[C:10]([CH2:13][C:14]#[N:15])[S:11][CH:12]=2)=[CH:4][CH:3]=1.[Li+].[CH3:17][Si]([N-][Si](C)(C)C)(C)C.IC>C1COCC1.CCOC(C)=O>[F:1][C:2]1[CH:3]=[CH:4][C:5]([C:8]2[N:9]=[C:10]([CH:13]([CH3:17])[C:14]#[N:15])[S:11][CH:12]=2)=[CH:6][CH:7]=1 |f:1.2|. Reported procedure: To a stirred solution of 2-(4-(4-fluorophenyl)thiazol-2-yl)acetonitrile (500 mg, 2.29 mmol) in THF (10 mL) at −78° C. was added LiHMDS (1M in THF; 2.06 mL, 2.06 mmol) and the reaction mixture was stirred at −78° C. for 10 min. Iodomethane (0.12 mL, 2.06 mmol) in THF (2 mL) was then added dropwise and the reaction mixture was stirred at −78° C. for 30 min. The reaction mixture was diluted with EtOAc, washed with saturated aqueous NH4Cl solution, water, brine, and dried over anhydrous sodium sulfa... The reactants are COC([C@@H](CCC[C@@H](CCCC(C)C)C)C)=O (2(R),6(R),10-trimethylundecanoic acid methyl ester), [H-].[Al+3].[Li+].[H-].[H-].[H-] (lithium aluminum hydride), [H-] (hydride). The solvent is CCOCC (ether). Reaction conditions: time 0.5 hour. The product is C[C@@H](CO)CCC[C@@H](CCCC(C)C)C (2(R),6(R),10-trimethylundecan-1-ol). The yield is 100.0%. Reaction SMILES: C[O:2][C:3](=O)[C@H:4]([CH3:16])[CH2:5][CH2:6][CH2:7][C@H:8]([CH3:15])[CH2:9][CH2:10][CH2:11][CH:12]([CH3:14])[CH3:13].[H-].[Al+3].[Li+].[H-].[H-].[H-].[H-]>CCOCC>[CH3:16][C@H:4]([CH2:5][CH2:6][CH2:7][C@H:8]([CH3:15])[CH2:9][CH2:10][CH2:11][CH:12]([CH3:14])[CH3:13])[CH2:3][OH:2] |f:1.2.3.4.5.6|. Reported procedure: 2(R),6(R),10-trimethylundecanoic acid methyl ester (172 mg., [α]D25 -11.30°) and lithium aluminum hydride (170 mg.) in absolute ether (20 ml.) were refluxed with stirring for 2 1/2 hours. The reaction mixture was cooled in an ice-bath and excess of hydride was destroyed by carefully adding water followed by 30 ml. of 1 N aqueous H2SO4. The aqueous phase was extracted with ether (3 × 40 ml.) and the combined ether extract was washed with water (3 × 30 ml.) and dried (MgSO4). The crude product (15...